From a dataset of the Open Reaction Database (ORD), a public repository of structured organic reaction records. describe an organic reaction: reactants, conditions, products, and yield Starting materials: CC1(C)CC(=O)c2c(nc(C3CCCC3)c(C(=O)c3ccc(C(F)(F)F)cc3)c2-c2ccc(F)c(F)c2)C1, C1CCOC1. Yields the product CC1(C)Cc2nc(C3CCCC3)c(C(=O)c3ccc(C(F)(F)F)cc3)c(-c3ccc(F)c(F)c3)c2C(O)C1. RXN SMILES: [CH:1]1([c:6]2[n:7][c:8]3[c:13]([c:14](-[c:28]4[cH:29][c:30]([F:35])[c:31]([F:34])[cH:32][cH:33]4)[c:15]2[C:16]([c:17]2[cH:18][cH:19][c:20]([C:23]([F:24])([F:25])[F:26])[cH:21][cH:22]2)=[O:27])[C:12](=[O:36])[CH2:11][C:10]([CH3:37])([CH3:38])[CH2:9]3)[CH2:2][CH2:3][CH2:4][CH2:5]1.[O:39]1[CH2:40][CH2:41][CH2:42][CH2:43]1>>[CH:1]1([c:6]2[n:7][c:8]3[c:13]([c:14](-[c:28]4[cH:29][c:30]([F:35])[c:31]([F:34])[cH:32][cH:33]4)[c:15]2[C:16]([c:17]2[cH:18][cH:19][c:20]([C:23]([F:24])([F:25])[F:26])[cH:21][cH:22]2)=[O:27])[CH:12]([OH:36])[CH2:11][C:10]([CH3:37])([CH3:38])[CH2:9]3)[CH2:2][CH2:3][CH2:4][CH2:5]1.